Dataset: the Open Reaction Database (ORD), a public repository of structured organic reaction records. Task: describe an organic reaction: reactants, conditions, products, and yield Starting materials: C1(CC1)C=1C=CC(=NC1OCC1CC1)C(=O)O (5-cyclopropyl-6-cyclopropylmethyloxy-pyridine-2-carboxylic acid), N[C@@H]1C(OCC1)=O ((35)-3-aminodihydro-2(3H)-furanone). Product: O=C1OCC[C@@H]1NC(=O)C1=NC(=C(C=C1)C1CC1)OCC1CC1 (5-Cyclopropyl-6-cyclopropylmethoxy-pyridine-2-carboxylic acid ((S)-2-oxo-tetrahydro-furan-3-yl)-amide). RXN SMILES: [CH:1]1([C:4]2[CH:5]=[CH:6][C:7]([C:15]([OH:17])=O)=[N:8][C:9]=2[O:10][CH2:11][CH:12]2[CH2:14][CH2:13]2)[CH2:3][CH2:2]1.[NH2:18][C@H:19]1[CH2:23][CH2:22][O:21][C:20]1=[O:24]>>[O:24]=[C:20]1[C@@H:19]([NH:18][C:15]([C:7]2[CH:6]=[CH:5][C:4]([CH:1]3[CH2:2][CH2:3]3)=[C:9]([O:10][CH2:11][CH:12]3[CH2:13][CH2:14]3)[N:8]=2)=[O:17])[CH2:23][CH2:22][O:21]1. Reported procedure: The title compound was synthesized in analogy to Example 1, using 5-cyclopropyl-6-cyclopropylmethyloxy-pyridine-2-carboxylic acid (Example 42a) and (35)-3-aminodihydro-2(3H)-furanone (CAN 2185-02-6) as starting materials; LC-MS (UV peak area/ESI) 100%, 317.1500 (M+H)+. Starting materials: CN(C)C=O, CC(C)NCCO, Cl, O=[N+]([O-])c1ccc(F)cc1, [H-], [Na+]. Yields the product CC(C)NCCOc1ccc([N+](=O)[O-])cc1. Reaction SMILES: [CH3:21][N:22]([CH3:23])[CH:24]=[O:25].[CH:1]([CH3:2])([CH3:3])[NH:4][CH2:5][CH2:6][OH:7].[ClH:20].[F:10][c:11]1[cH:12][cH:13][c:14]([N+:17](=[O:18])[O-:19])[cH:15][cH:16]1.[H-:8].[Na+:9]>>[CH:1]([CH3:2])([CH3:3])[NH:4][CH2:5][CH2:6][O:7][c:11]1[cH:12][cH:13][c:14]([N+:17](=[O:18])[O-:19])[cH:15][cH:16]1. Reactants: ClC1=C(C=C2C=CNC2=C1)CCC (6-chloro-5-propylindole), C(#N)[BH3-].[Na+] (sodium cyanoborohydride). Product: ClC1=C(C=C2CCNC2=C1)CCC (6-Chloro-5-propylindoline). Isolated yield 92.9%. Reaction SMILES: [Cl:1][C:2]1[CH:10]=[C:9]2[C:5]([CH:6]=[CH:7][NH:8]2)=[CH:4][C:3]=1[CH2:11][CH2:12][CH3:13].C([BH3-])#N.[Na+]>>[Cl:1][C:2]1[CH:10]=[C:9]2[C:5]([CH2:6][CH2:7][NH:8]2)=[CH:4][C:3]=1[CH2:11][CH2:12][CH3:13] |f:1.2|. Reported procedure: 6-chloro-5-propylindole (D53) (0.063 g, 0.33 mmol) was treated with sodium cyanoborohydride as in the method of Description 10 to give the title compound (0.06 g, 94%) as a yellow oil. As a reaction SMILES: [CH3:1][N:2]1[C:8]2[CH:9]=[CH:10][CH:11]=[CH:12][C:7]=2[N:6]([C:13](=O)[CH2:14][CH3:15])[C:5]2=[CH:17][S:18][CH:19]=[C:4]2[C:3]1=O.B.Cl>O1CCCC1>[CH3:1][N:2]1[C:8]2[CH:9]=[CH:10][CH:11]=[CH:12][C:7]=2[N:6]([CH2:13][CH2:14][CH3:15])[C:5]2=[CH:17][S:18][CH:19]=[C:4]2[CH2:3]1. Starting materials: CN1C(C=2C(N(C3=C1C=CC=C3)C(CC)=O)=CSC2)=O (4,9-dihydro-9-methyl-4-propionyl-10H-thieno[3,4-b][1,5]benzodiazepin-10-one), B (borane), Cl (hydrochloric acid). Procedure: A 5 g. portion of 4,9-dihydro-9-methyl-4-propionyl-10H-thieno[3,4-b][1,5]benzodiazepin-10-one is added to 200 ml. of tetrahydrofuran. To this is added 140 ml. of 1M borane, over a 15 minute period in an ice bath under nitrogen. The mixture is refluxed for 20 hours, then cooled in an ice bath and 40 ml. of 6N hydrochloric acid is added dropwise, with stirring. The tetrahydrofuran is distilled off. The reaction mixture is stirred with ice bath cooling and 31 g. of sodium hydroxide pellets are care... Product: CN1CC=2C(N(C3=C1C=CC=C3)CCC)=CSC2 (9,10-Dihydro-9-methyl-4-propyl-4H-thieno[3,4-b][1,5]benzodiazepine). The solvent is O1CCCC1 (tetrahydrofuran). The reactants are CS(=O)(=O)Nc1cc(C(O)CN)ccc1O, O=C(O)Cc1ccc(N2CCC(=O)CC2)cc1. The product is CS(=O)(=O)Nc1cc(C(O)CNC2CCN(c3ccc(CC(=O)O)cc3)CC2)ccc1O. As a reaction SMILES: [NH2:18][CH2:19][CH:20]([OH:21])[c:22]1[cH:23][cH:24][c:25]([OH:33])[c:26]([NH:28][S:29](=[O:30])(=[O:31])[CH3:32])[cH:27]1.[O:1]=[C:2]1[CH2:3][CH2:4][N:5]([c:8]2[cH:9][cH:10][c:11]([CH2:14][C:15](=[O:16])[OH:17])[cH:12][cH:13]2)[CH2:6][CH2:7]1>>[CH:2]1([NH:18][CH2:19][CH:20]([OH:21])[c:22]2[cH:23][cH:24][c:25]([OH:33])[c:26]([NH:28][S:29](=[O:30])(=[O:31])[CH3:32])[cH:27]2)[CH2:3][CH2:4][N:5]([c:8]2[cH:9][cH:10][c:11]([CH2:14][C:15](=[O:16])[OH:17])[cH:12][cH:13]2)[CH2:6][CH2:7]1. Starting materials: CNC=1C=C(OCC2CO2)C=CC1[N+](=O)[O-] (1-(3'-methylamino-4'-nitrophenoxy)-2,3-epoxypropane), C1(CCC(N1)=O)=O (succinimide). Reagents/catalysts: N1=CC=CC=C1 (pyridine). The solvent is alcohol. Yields the product CNC=1C=C(OCC(CN2C(CCC2=O)=O)O)C=CC1[N+](=O)[O-] (1-(3'-methylamino-4'-nitrophenoxy)-3-succinimidopropan-2-ol). Reaction SMILES: [CH3:1][NH:2][C:3]1[CH:4]=[C:5]([CH:11]=[CH:12][C:13]=1[N+:14]([O-:16])=[O:15])[O:6][CH2:7][CH:8]1[O:10][CH2:9]1.[C:17]1(=[O:23])[NH:21][C:20](=[O:22])[CH2:19][CH2:18]1>N1C=CC=CC=1>[CH3:1][NH:2][C:3]1[CH:4]=[C:5]([CH:11]=[CH:12][C:13]=1[N+:14]([O-:16])=[O:15])[O:6][CH2:7][CH:8]([OH:10])[CH2:9][N:21]1[C:17](=[O:23])[CH2:18][CH2:19][C:20]1=[O:22]. Procedure details: 0.087 mol (19.5 g) of 1-(3'-methylamino-4'-nitrophenoxy)-2,3-epoxypropane is dissolved in 75 ml of absolute alcohol to which 6 drops of pyridine have been added. 0.10 mol (10.1 g) of succinimide is added and the mixture is then heated under reflux for 4 hours. The reaction mixture is filtered at the boil. On cooling of the filtrate, the expected product crystallises. After recrystallisation from alcohol and drying in vacuo, it melts at 152° C. The reactants are ClC1=NC(=NC(=C1)Cl)OC (4,6-dichloro-2-methoxy-pyrimidine), C1(OCCC2=CC=CC=C12)CN (C-isochroman-1-yl-methylamine), C(=O)(O)[O-].[Na+] (NaHCO3). The solvent is CCO (EtOH), O (water). Yields the product ClC1=CC(=NC(=N1)OC)NCC1OCCC2=CC=CC=C12 ((6-chloro-2-methoxy-pyrimidin-4-yl)-isochroman-1-ylmethyl-amine). Yield: 109.9%. RXN SMILES: Cl[C:2]1[CH:7]=[C:6]([Cl:8])[N:5]=[C:4]([O:9][CH3:10])[N:3]=1.[CH:11]1([CH2:21][NH2:22])[C:20]2[C:15](=[CH:16][CH:17]=[CH:18][CH:19]=2)[CH2:14][CH2:13][O:12]1.C([O-])(O)=O.[Na+]>CCO.O>[Cl:8][C:6]1[N:5]=[C:4]([O:9][CH3:10])[N:3]=[C:2]([NH:22][CH2:21][CH:11]2[C:20]3[C:15](=[CH:16][CH:17]=[CH:18][CH:19]=3)[CH2:14][CH2:13][O:12]2)[CH:7]=1 |f:2.3|. Procedure details: A mixture of 4,6-dichloro-2-methoxy-pyrimidine (0.45 g, 2.5 mmol), C-isochroman-1-yl-methylamine (0.53 g, 3.2 mmol), and NaHCO3 (0.63 g, 7.5 mmol) in EtOH (5 mL) is heated to reflux for 4 h. The mixture is diluted with water, concentrated in vacuo. The residue is partitioned between EtOAc and water, and extracted with EtOAc. The extracts are dried (Na2SO4), and concentrated to afford (6-chloro-2-methoxy-pyrimidin-4-yl)-isochroman-1-ylmethyl-amine (0.84 g). LCMS: RT=2.94 minutes; MS: 306 (M+H).